This data is from the Open Reaction Database (ORD), a public repository of structured organic reaction records. The task is: describe an organic reaction: reactants, conditions, products, and yield Starting materials: Cc1ccccc1, O=C(Cl)OC(Cl)(Cl)Cl, Nc1c(F)cc(Cl)c2c1OCCC2. The product is O=C=Nc1c(F)cc(Cl)c2c1OCCC2. Reaction SMILES: [CH3:22][c:23]1[cH:24][cH:25][cH:26][cH:27][cH:28]1.[Cl:14][C:15](=[O:16])[O:17][C:18]([Cl:19])([Cl:20])[Cl:21].[NH2:1][c:2]1[c:3]([F:13])[cH:4][c:5]([Cl:12])[c:6]2[c:11]1[O:10][CH2:9][CH2:8][CH2:7]2>>[N:1]([c:2]1[c:3]([F:13])[cH:4][c:5]([Cl:12])[c:6]2[c:11]1[O:10][CH2:9][CH2:8][CH2:7]2)=[C:15]=[O:16].